This data is from the Open Reaction Database (ORD), a public repository of structured organic reaction records. The task is: describe an organic reaction: reactants, conditions, products, and yield The reactants are C1(=CC=CC=C1)COC(NCCCN)=O ((3-aminopropyl)carbamic acid phenylmethyl ester), C(C)(C)N(C(C)C)CC (N,N-diisopropylethylamine), BrCC(=O)OC(C)(C)C (t-butyl bromoacetate). Solvent: CN(C=O)C (dimethylformamide). Conditions: time 8 hour. Yields the product C1(=CC=CC=C1)COC(NCCCNCC(=O)OC(C)(C)C)=O ([3-[[(1,1-dimethylethyloxycarbonyl)-methyl]amino]propyl]carbamic acid phenylmethyl ester). Reaction SMILES: [C:1]1([CH2:7][O:8][C:9](=[O:15])[NH:10][CH2:11][CH2:12][CH2:13][NH2:14])[CH:6]=[CH:5][CH:4]=[CH:3][CH:2]=1.C(N(CC)C(C)C)(C)C.Br[CH2:26][C:27]([O:29][C:30]([CH3:33])([CH3:32])[CH3:31])=[O:28]>CN(C)C=O>[C:1]1([CH2:7][O:8][C:9](=[O:15])[NH:10][CH2:11][CH2:12][CH2:13][NH:14][CH2:26][C:27]([O:29][C:30]([CH3:33])([CH3:32])[CH3:31])=[O:28])[CH:2]=[CH:3][CH:4]=[CH:5][CH:6]=1. Reported procedure: A solution of (3-aminopropyl)carbamic acid phenylmethyl ester (7.08 g, 34 mmol) and N,N-diisopropylethylamine (4.5 mL, 26 mmol) in anhydrous dimethylformamide (100 mL) under nitrogen was cooled to 10° C. and treated with t-butyl bromoacetate (2.80 mL, 17 mmol) over 5 minutes. After one hour the bath was removed and the reaction mixture was stirred overnight, poured into water (500 mL), and made basic (pH 12) with 2.5N sodium hydroxide solution. The aqueous layer was extracted with dichloromethan...